Task: describe an organic reaction: reactants, conditions, products, and yield. Dataset: the Open Reaction Database (ORD), a public repository of structured organic reaction records The reactants are CC(=O)O, CCOC(=O)CC#N, Cc1ccccc1, CN(C)C=O, [Cl-], [Cl-], CC(C)=CC=C(Cl)Cl, Cl, [Li+], O, O, O. Product: CCOC(=O)C1(C#N)C(C=C(Cl)Cl)C1(C)C. RXN SMILES: [C:36]([OH:37])(=[O:38])[CH3:39].[C:9](#[N:10])[CH2:11][C:12](=[O:13])[O:14][CH2:15][CH3:16].[CH3:23][c:24]1[cH:25][cH:26][cH:27][cH:28][cH:29]1.[CH3:30][N:31]([CH3:32])[CH:33]=[O:34].[Cl-:17].[Cl-:19].[Cl:1][C:2](=[CH:3][CH:4]=[C:5]([CH3:6])[CH3:7])[Cl:8].[ClH:21].[Li+:20].[OH2:18].[OH2:22].[OH2:35]>>[Cl:1][C:2](=[CH:3][CH:4]1[C:5]([CH3:6])([CH3:7])[C:11]1([C:9]#[N:10])[C:12](=[O:13])[O:14][CH2:15][CH3:16])[Cl:8]. The reactants are C1(=CC=C(C=C1)S(=O)(=O)[O-])C.C(CCCCCCCCCCCCCCCCC)[N+]1=CC=C(C)C2=CC=CC=C12 (1-octadecyllepidinium p-toluenesulfonate), ClC1=C(C=C(C=C1)[N+](=O)[O-])C(F)(F)F (2-chloro-5-nitrobenzotrifluoride), C(C)(C)N(CC)C(C)C (diisopropylethylamine). Run in C(C)#N (acetonitrile). The product is [N+](=O)([O-])C1=CC(=C(C=C2C=CN(C3=CC=CC=C23)CCCCCCCCCCCCCCCCCC)C=C1)C(F)(F)F (1,4-dihydro-4-(4-nitro-2-trifluoromethylbenzylidene)-1-octadecylquinoline). As a reaction SMILES: C1(C)C=CC(S([O-])(=O)=O)=CC=1.[CH2:12]([N+:30]1[C:40]2[C:35](=[CH:36][CH:37]=[CH:38][CH:39]=2)[C:33]([CH3:34])=[CH:32][CH:31]=1)[CH2:13][CH2:14][CH2:15][CH2:16][CH2:17][CH2:18][CH2:19][CH2:20][CH2:21][CH2:22][CH2:23][CH2:24][CH2:25][CH2:26][CH2:27][CH2:28][CH3:29].Cl[C:42]1[CH:47]=[CH:46][C:45]([N+:48]([O-:50])=[O:49])=[CH:44][C:43]=1[C:51]([F:54])([F:53])[F:52].C(N(C(C)C)CC)(C)C>C(#N)C>[N+:48]([C:45]1[CH:46]=[CH:47][C:42]([CH:34]=[C:33]2[C:35]3[C:40](=[CH:39][CH:38]=[CH:37][CH:36]=3)[N:30]([CH2:12][CH2:13][CH2:14][CH2:15][CH2:16][CH2:17][CH2:18][CH2:19][CH2:20][CH2:21][CH2:22][CH2:23][CH2:24][CH2:25][CH2:26][CH2:27][CH2:28][CH3:29])[CH:31]=[CH:32]2)=[C:43]([C:51]([F:52])([F:53])[F:54])[CH:44]=1)([O-:50])=[O:49] |f:0.1|. Procedure: A mixture of 1-octadecyllepidinium p-toluenesulfonate (24.6 g.), 2-chloro-5-nitrobenzotrifluoride (10 g.) and acetonitrile (700 ml.) was treated with diisopropylethylamine (20.7 g.) and refluxed for 6 hours with stirring. After filtering and evaporating, 1,4-dihydro-4-(4-nitro-2-trifluoromethylbenzylidene)-1-octadecylquinoline was formed. This colored dye was changed to the colorless compound having the formula: ##STR5## by reacting with a molar equivalent of p-toluenesulfonic acid in methanol. The reactants are C(C(=O)Cl)(=O)Cl (Oxalyl chloride), C(C)(C)(C)OC(=O)N(CCOC=1C=C(C(=O)O)C=C(C1)Cl)C1=CC=NC=C1 (3-[2-(tert-butoxycarbonyl-pyridin-4-yl-amino)-ethoxy]-5-chloro-benzoic acid), COC(CCCNC1=C(C=CC=C1)F)=O (4-(2-fluoro-phenylamino)-butyric acid methyl ester), CCN(C(C)C)C(C)C (DIPEA). The reagents and catalysts are CN(C)C=1C=CN=CC1 (DMAP). Run in ClCCl (dichloromethane), CN(C)C=O (DMF), ClCCl (dichloromethane), ClCCl (dichloromethane). Run at time 1 hour. Yields the product COC(CCCN(C1=C(C=CC=C1)F)C(C1=CC(=CC(=C1)Cl)OCCN(C1=CC=NC=C1)C(=O)OC(C)(C)C)=O)=O (4-[{3-[2-(tert-Butoxycarbonyl-pyridin-4-yl-amino)-ethoxy]-5-chloro-benzoyl}-(2-fluoro-phenyl)-amino]-butyric acid methyl ester). Yield: 49.0%. Reaction SMILES: C(Cl)(=O)C(Cl)=O.[C:7]([O:11][C:12]([N:14]([C:28]1[CH:33]=[CH:32][N:31]=[CH:30][CH:29]=1)[CH2:15][CH2:16][O:17][C:18]1[CH:19]=[C:20]([CH:24]=[C:25]([Cl:27])[CH:26]=1)[C:21](O)=[O:22])=[O:13])([CH3:10])([CH3:9])[CH3:8].[CH3:34][O:35][C:36](=[O:48])[CH2:37][CH2:38][CH2:39][NH:40][C:41]1[CH:46]=[CH:45][CH:44]=[CH:43][C:42]=1[F:47].CCN(C(C)C)C(C)C>ClCCl.CN(C=O)C.CN(C1C=CN=CC=1)C>[CH3:34][O:35][C:36](=[O:48])[CH2:37][CH2:38][CH2:39][N:40]([C:21](=[O:22])[C:20]1[CH:24]=[C:25]([Cl:27])[CH:26]=[C:18]([O:17][CH2:16][CH2:15][N:14]([C:12]([O:11][C:7]([CH3:9])([CH3:8])[CH3:10])=[O:13])[C:28]2[CH:33]=[CH:32][N:31]=[CH:30][CH:29]=2)[CH:19]=1)[C:41]1[CH:46]=[CH:45][CH:44]=[CH:43][C:42]=1[F:47]. Procedure details: 2M Oxalyl chloride solution in dichloromethane (0.600 ml) and DMF (0.01 ml) were added to a suspension of 3-[2-(tert-butoxycarbonyl-pyridin-4-yl-amino)-ethoxy]-5-chloro-benzoic acid (0.393 g) in anhydrous dichloromethane (5 ml). The reaction was stirred at room temperature for 1 h then a solution of 4-(2-fluoro-phenylamino)-butyric acid methyl ester (0.422 g) in dichloromethane (1.5 ml), DMAP (0.006 g) and DIPEA (0.522 ml) were added. The reaction mixture was stirred at room temperature for 2 h.... The reactants are BrC1=CC(=C(C(=C1CN1C(C2=CC=CC=C2C1=O)=O)F)OCC)OCC (2-(6-bromo-3,4-diethoxy-2-fluorobenzyl)isoindol-1,3-dione), [Cu](C#N)C#N (copper cyanide). Run in CN(C=O)C (N,N-dimethylformamide). Reaction conditions: temperature 155 celsius. The product is C(#N)C1=CC(=C(C(=C1CN1C(C2=CC=CC=C2C1=O)=O)F)OCC)OCC (2-(6-cyano-3,4-diethoxy-2-fluorobenzyl)isoindol-1,3-dione). The yield is 0.1%. RXN SMILES: Br[C:2]1[C:7]([CH2:8][N:9]2[C:17](=[O:18])[C:16]3[C:11](=[CH:12][CH:13]=[CH:14][CH:15]=3)[C:10]2=[O:19])=[C:6]([F:20])[C:5]([O:21][CH2:22][CH3:23])=[C:4]([O:24][CH2:25][CH3:26])[CH:3]=1.[Cu](C#N)[C:28]#[N:29]>CN(C)C=O>[C:28]([C:2]1[C:7]([CH2:8][N:9]2[C:10](=[O:19])[C:11]3[C:16](=[CH:15][CH:14]=[CH:13][CH:12]=3)[C:17]2=[O:18])=[C:6]([F:20])[C:5]([O:21][CH2:22][CH3:23])=[C:4]([O:24][CH2:25][CH3:26])[CH:3]=1)#[N:29]. Reported procedure: A mixture of 2-(6-bromo-3,4-diethoxy-2-fluorobenzyl)isoindol-1,3-dione (1.00 g, 2.37 mol), copper cyanide (0.42 g, 4.74 mol) and N,N-dimethylformamide (5 mL) was stirred at 155° C. for ten hours. After the reaction mixture was extracted with a 10% aqueous solution of ethylene diamine and toluene, the resultant organic layer was washed sequentially with a 10% aqueous solution of ethylene diamine and saturated brine and dried over anhydrous sodium sulfate. After filtration, the solvent was distill... Reactants: CC(Br)C(=O)c1ccc(C(F)(F)F)cn1, CC#N, CCOC(C)=O, [Na], c1nc[nH]n1. Product: CC(C(=O)c1ccc(C(F)(F)F)cn1)n1cncn1. Reaction SMILES: [Br:1][CH:2]([C:3](=[O:4])[c:5]1[n:6][cH:7][c:8]([C:11]([F:12])([F:13])[F:14])[cH:9][cH:10]1)[CH3:15].[CH3:22][C:23]#[N:24].[CH3:25][CH2:26][O:27][C:28](=[O:29])[CH3:30].[Na:21].[nH:16]1[n:17][cH:18][n:19][cH:20]1>>[CH:2]([C:3](=[O:4])[c:5]1[n:6][cH:7][c:8]([C:11]([F:12])([F:13])[F:14])[cH:9][cH:10]1)([CH3:15])[n:16]1[n:17][cH:18][n:19][cH:20]1. The reactants are CCOCC, CCC(O)CC(=O)Nc1ccc(C(F)(F)F)cc1, C1CCOC1, CC(C)OC(=O)N=NC(=O)OC(C)C, c1ccc(P(c2ccccc2)c2ccccc2)cc1. Yields the product CCC1CC(=O)N1c1ccc(C(F)(F)F)cc1. Reaction SMILES: [CH3:57][CH2:58][O:59][CH2:60][CH3:61].[F:1][C:2]([c:3]1[cH:4][cH:5][c:6]([NH:9][C:10]([CH2:11][CH:12]([CH2:13][CH3:14])[OH:15])=[O:16])[cH:7][cH:8]1)([F:17])[F:18].[O:38]1[CH2:39][CH2:40][CH2:41][CH2:42]1.[O:43]=[C:44]([O:45][CH:46]([CH3:47])[CH3:48])[N:49]=[N:50][C:51]([O:52][CH:53]([CH3:54])[CH3:55])=[O:56].[c:19]1([P:20]([c:21]2[cH:22][cH:23][cH:24][cH:25][cH:26]2)[c:27]2[cH:28][cH:29][cH:30][cH:31][cH:32]2)[cH:33][cH:34][cH:35][cH:36][cH:37]1>>[F:1][C:2]([c:3]1[cH:4][cH:5][c:6]([N:9]2[C:10](=[O:16])[CH2:11][CH:12]2[CH2:13][CH3:14])[cH:7][cH:8]1)([F:17])[F:18].